From a dataset of the Open Reaction Database (ORD), a public repository of structured organic reaction records. describe an organic reaction: reactants, conditions, products, and yield Starting materials: CS(C)=O, O=C(NCc1cn(-c2ccc(I)cc2)cn1)c1ccc(Cl)s1, [Cu]I, [K+], [K+], Nc1cc[nH]c(=O)n1, O=C([O-])[O-], Oc1cccc2cccnc12. Yields the product Nc1ccn(-c2ccc(-n3cnc(CNC(=O)c4ccc(Cl)s4)c3)cc2)c(=O)n1. RXN SMILES: [CH3:48][S:49]([CH3:50])=[O:51].[Cl:1][c:2]1[cH:3][cH:4][c:5]([C:7](=[O:8])[NH:9][CH2:10][c:11]2[n:12][cH:13][n:14](-[c:16]3[cH:17][cH:18][c:19]([I:22])[cH:20][cH:21]3)[cH:15]2)[s:6]1.[Cu:52][I:53].[K+:42].[K+:43].[NH2:23][c:24]1[cH:25][cH:26][nH:27][c:28](=[O:29])[n:30]1.[O-:44][C:45]([O-:46])=[O:47].[OH:31][c:32]1[cH:33][cH:34][cH:35][c:36]2[c:37]1[n:38][cH:39][cH:40][cH:41]2>>[Cl:1][c:2]1[cH:3][cH:4][c:5]([C:7](=[O:8])[NH:9][CH2:10][c:11]2[n:12][cH:13][n:14](-[c:16]3[cH:17][cH:18][c:19](-[n:27]4[cH:26][cH:25][c:24]([NH2:23])[n:30][c:28]4=[O:29])[cH:20][cH:21]3)[cH:15]2)[s:6]1.